This data is from the Open Reaction Database (ORD), a public repository of structured organic reaction records. The task is: describe an organic reaction: reactants, conditions, products, and yield Reactants: BrB(Br)Br, ClCCl, COCc1cc(C)nc(Nc2ccccc2)n1. Yields the product Cc1cc(CO)nc(Nc2ccccc2)n1. Reaction SMILES: [B:1]([Br:2])([Br:3])[Br:4].[Cl:22][CH2:23][Cl:24].[NH:5]([c:6]1[cH:7][cH:8][cH:9][cH:10][cH:11]1)[c:12]1[n:13][c:14]([CH3:21])[cH:15][c:16]([CH2:18][O:19][CH3:20])[n:17]1>>[NH:5]([c:6]1[cH:7][cH:8][cH:9][cH:10][cH:11]1)[c:12]1[n:13][c:14]([CH3:21])[cH:15][c:16]([CH2:18][OH:19])[n:17]1. The reactants are N1C(CCC1)=O (2-pyrrolidone), [H-].[Na+] (NaH), BrCC(=O)OC(C)(C)C (tert-Butyl 2-bromoacetate). Run in C1CCOC1 (THF). The product is C(C)(C)(C)OC(CN1C(CCC1)=O)=O (2-(oxo-pyrrolidin-1-yl)-acetic acid tert-butyl ester). The yield is 97.0%. Reaction SMILES: [NH:1]1[CH2:5][CH2:4][CH2:3][C:2]1=[O:6].[H-].[Na+].Br[CH2:10][C:11]([O:13][C:14]([CH3:17])([CH3:16])[CH3:15])=[O:12]>C1COCC1>[C:14]([O:13][C:11](=[O:12])[CH2:10][N:1]1[CH2:5][CH2:4][CH2:3][C:2]1=[O:6])([CH3:17])([CH3:16])[CH3:15] |f:1.2|. Reported procedure: A mixture of 2-pyrrolidone (2.66 ml, 34 mmol) and NaH (60% in oil, 1.25 g, 31.3 mmol) in THF (75 ml) was stirred until gas evolution ceased (30 min). tert-Butyl 2-bromoacetate (4.45 ml, 30 mmol) was added and stirred at r.t. overnight then partitioned between water (200 ml) and ethyl acetate (200 ml) to give intermediate 2-(oxo-pyrrolidin-1-yl)-acetic acid tert-butyl ester (5.8 g). It was dissolved in acetic acid (40 ml) and cone. aq. HCl (6 ml) with gas evolution observed. After stirring at r.t... Reactants: CS(=O)(=O)Cl, CCN(C(C)C)C(C)C, NCCCOCC1CCN(CC2CN(Cc3ccc(Cl)cc3Cl)CC2c2ccsc2)CC1, ClCCl. The product is CS(=O)(=O)NCCCOCC1CCN(CC2CN(Cc3ccc(Cl)cc3Cl)CC2c2ccsc2)CC1. Reaction SMILES: [CH3:33][S:34]([Cl:35])(=[O:36])=[O:37].[CH:38]([N:39]([CH:40]([CH3:41])[CH3:42])[CH2:43][CH3:44])([CH3:45])[CH3:46].[Cl:1][c:2]1[c:3]([CH2:4][N:5]2[CH2:6][CH:7]([CH2:15][N:16]3[CH2:17][CH2:18][CH:19]([CH2:22][O:23][CH2:24][CH2:25][CH2:26][NH2:27])[CH2:20][CH2:21]3)[CH:8]([c:10]3[cH:11][s:12][cH:13][cH:14]3)[CH2:9]2)[cH:28][cH:29][c:30]([Cl:32])[cH:31]1.[Cl:47][CH2:48][Cl:49]>>[Cl:1][c:2]1[c:3]([CH2:4][N:5]2[CH2:6][CH:7]([CH2:15][N:16]3[CH2:17][CH2:18][CH:19]([CH2:22][O:23][CH2:24][CH2:25][CH2:26][NH:27][S:34]([CH3:33])(=[O:36])=[O:37])[CH2:20][CH2:21]3)[CH:8]([c:10]3[cH:11][s:12][cH:13][cH:14]3)[CH2:9]2)[cH:28][cH:29][c:30]([Cl:32])[cH:31]1. The reactants are CCO, CC1(C)CC(=O)OC(=O)C1, Nc1ccc(O)cc1. Product: CC1(C)CC(=O)N(c2ccc(O)cc2)C(=O)C1. Reaction SMILES: [CH3:19][CH2:20][OH:21].[CH3:9][C:10]1([CH3:18])[CH2:11][C:12](=[O:13])[O:14][C:15](=[O:17])[CH2:16]1.[NH2:1][c:2]1[cH:3][cH:4][c:5]([OH:6])[cH:7][cH:8]1>>[N:1]1([c:2]2[cH:3][cH:4][c:5]([OH:6])[cH:7][cH:8]2)[C:12](=[O:13])[CH2:11][C:10]([CH3:9])([CH3:18])[CH2:16][C:15]1=[O:14]. Starting materials: ClC=1C=C(C=O)C=CC1 (3-chlorobenzaldehyde), C(C)OC(CC(=O)C(=O)OCC)=O (oxalacetic acid diethyl ester), C(C)OC(\C=C(\C)/N)=O (β-aminocrotonic acid ethyl ester). The solvent is C(C)O (ethanol). Product: C(C)OC(=O)C1=C(NC(=C(C1C1=CC(=CC=C1)Cl)C(=O)OCC)C(=O)OCC)C (2-Methyl-4-(3'-chlorophenyl)-1,4-dihydropyridine-3,5,6-tricarboxylic acid triethyl ester). RXN SMILES: [Cl:1][C:2]1[CH:3]=[C:4]([CH:7]=[CH:8][CH:9]=1)[CH:5]=O.[CH2:10]([O:12][C:13](=[O:22])[CH2:14][C:15]([C:17]([O:19][CH2:20][CH3:21])=[O:18])=O)[CH3:11].[CH2:23]([O:25][C:26](=[O:31])/[CH:27]=[C:28](\[NH2:30])/[CH3:29])[CH3:24]>C(O)C>[CH2:23]([O:25][C:26]([C:27]1[CH:5]([C:4]2[CH:7]=[CH:8][CH:9]=[C:2]([Cl:1])[CH:3]=2)[C:14]([C:13]([O:12][CH2:10][CH3:11])=[O:22])=[C:15]([C:17]([O:19][CH2:20][CH3:21])=[O:18])[NH:30][C:28]=1[CH3:29])=[O:31])[CH3:24]. Procedure details: 14 g of 3-chlorobenzaldehyde, 19 g of oxalacetic acid diethyl ester and 13 g of β-aminocrotonic acid ethyl ester in 60 ccs of ethanol are heated to the boil for several hours and subsequently evaporated in vacuo. Oil (orange). a. In the same way, 2-methyl-4-(2'-chlorophenyl)-1,4-dihydropyridine-3,5,6-tricarboxylic acid triethyl ester is prepared from 14 g of 2-chlorobenzaldehyde, 19 g of oxalacetic acid diethyl ester and 13 g of β-aminocrotonic acid ethyl ester in 60 ccs of ethanol. The reactants are C(C)C=1C(=NC(=C(C(=O)N)C1)C)OC (5-ethyl-6-methoxy-2-methyl-nicotinamide), COC(N(C)C)OC (dimethylformamide dimethylacetal). Run at temperature 100 celsius, time 1.25 hour. Yields the product CN(C)C=NC(C1=C(N=C(C(=C1)CC)OC)C)=O (N-dimethylaminomethylene-5-ethyl-6-methoxy-2-methyl-nicotinamide). RXN SMILES: [CH2:1]([C:3]1[C:4]([O:13][CH3:14])=[N:5][C:6]([CH3:12])=[C:7]([CH:11]=1)[C:8]([NH2:10])=[O:9])[CH3:2].CO[CH:17](OC)[N:18]([CH3:20])[CH3:19]>>[CH3:17][N:18]([CH:20]=[N:10][C:8](=[O:9])[C:7]1[CH:11]=[C:3]([CH2:1][CH3:2])[C:4]([O:13][CH3:14])=[N:5][C:6]=1[CH3:12])[CH3:19]. Reported procedure: In a round bottom flask under a nitrogen atmosphere, 5-ethyl-6-methoxy-2-methyl-nicotinamide (60 mg, 0.309 mmol) is treated with dimethylformamide dimethylacetal (0.5 mL). The resulting mixture is stirred at 100° C. for 1.25 hr to give a yellow solution. LC/MS shows the complete consumption of the starting material. The reaction mixture is evaporated to give N-dimethylaminomethylene-5-ethyl-6-methoxy-2-methyl-nicotinamide directly as a cream solid that is used without purification. MS: m/e=250 (... The reactants are ClC=1C=C2C(=NC1)N(C=C2C2=NC=C(C(=N2)N[C@@H]2C[C@@](CCC2)(O)CC(CO)O)F)S(=O)(=O)C2=CC=C(C)C=C2 (3-((1R,3S)-3-(2-(5-chloro-1-tosyl-1H-pyrrolo[2,3-b]pyridin-3-yl)-5-fluoropyrimidin-4-ylamino)-1-hydroxycyclohexyl)propane-1,2-diol), ClC=1C=C2C(=NC1)N(C=C2C2=NC=C(C(=N2)N[C@@H]2C[C@@](CCC2)(O)CC(CO)O)F)S(=O)(=O)C2=CC=C(C)C=C2 (3-((1R,3S)-3-(2-(5-chloro-1-tosyl-1H-pyrrolo[2,3-b]pyridin-3-yl)-5-fluoropyrimidin-4-ylamino)-1-hydroxycyclohexyl)propane-1,2-diol), C[O-].[Na+] (sodium methanolate). Solvent: [NH4+].[Cl-] (NH4Cl), CO (MeOH). Run at time 20 minute. The product is ClC=1C=C2C(=NC1)NC=C2C2=NC=C(C(=N2)N[C@@H]2C[C@@](CCC2)(O)CC(CO)O)F (3-((1R,3S)-3-(2-(5-chloro-1H-pyrrolo[2,3-b]pyridin-3-yl)-5-fluoropyrimidin-4-ylamino)-1-hydroxycyclohexyl)propane-1,2-diol). Reaction SMILES: [Cl:1][C:2]1[CH:3]=[C:4]2[C:10]([C:11]3[N:16]=[C:15]([NH:17][C@H:18]4[CH2:23][CH2:22][CH2:21][C@@:20]([CH2:25][CH:26]([OH:29])[CH2:27][OH:28])([OH:24])[CH2:19]4)[C:14]([F:30])=[CH:13][N:12]=3)=[CH:9][N:8](S(C3C=CC(C)=CC=3)(=O)=O)[C:5]2=[N:6][CH:7]=1.C[O-].[Na+]>CO.[NH4+].[Cl-]>[Cl:1][C:2]1[CH:3]=[C:4]2[C:10]([C:11]3[N:16]=[C:15]([NH:17][C@H:18]4[CH2:23][CH2:22][CH2:21][C@@:20]([CH2:25][CH:26]([OH:29])[CH2:27][OH:28])([OH:24])[CH2:19]4)[C:14]([F:30])=[CH:13][N:12]=3)=[CH:9][NH:8][C:5]2=[N:6][CH:7]=1 |f:1.2,4.5|. Reported procedure: To a solution of 3-((1R,3S)-3-(2-(5-chloro-1-tosyl-1H-pyrrolo[2,3-b]pyridin-3-yl)-5-fluoropyrimidin-4-ylamino)-1-hydroxycyclohexyl)propane-1,2-diol, 58d, (0.11 g, 0.18 mmol) in MeOH (5 mL) was added sodium methanolate (2 mL of 25% w/v solution, 9.26 mmol) and the reaction mixture was stirred at room temperature. After 20 min, the reaction mixture was diluted with aqueous saturated NH4Cl solution and extracted twice with 20% IPA/CH2Cl2. The combined organic phases were dried (MgSO4), filtered and... Reactants: [N+](=O)([O-])C1=C2C=CC=NC2=CC=C1 (5-nitroquinoline), C(C)(=O)O (acetic acid), [Na+].[Cl-] (NaCl). The solvent is OO (H2O2). Yields the product [N+](=O)([O-])C1=C2C=CC=[N+](C2=CC=C1)[O-] (5-Nitroquinoline-1-oxide). As a reaction SMILES: [N+:1]([C:4]1[CH:13]=[CH:12][CH:11]=[C:10]2[C:5]=1[CH:6]=[CH:7][CH:8]=[N:9]2)([O-:3])=[O:2].[Na+].[Cl-].C(O)(=[O:18])C>OO>[N+:1]([C:4]1[CH:13]=[CH:12][CH:11]=[C:10]2[C:5]=1[CH:6]=[CH:7][CH:8]=[N+:9]2[O-:18])([O-:3])=[O:2] |f:1.2|. Procedure: A solution of 25.5 g (146 mmol) of 5-nitroquinoline in 544 ml of acetic acid and 272 ml of 30% aqueous H2O2 solution are heated for 100 minutes to 62-69° C. The reaction mixture is poured onto saturated NaCl solution and extracted with ethyl acetate. The combined extracts are concentrated by evaporation to about 50 ml with the addition of toluene. Column chromatography on silica gel with ethyl acetate-MeOH yields 12.3 g of the product as a yellow solid. Starting materials: [Cl-].[Al+3].[Cl-].[Cl-] (aluminum chloride), FC1=CC=CC=C1 (fluorobenzene), CSC1=CC=C(C=C1)CC(=O)Cl (4-methylthiophenylacetyl chloride), ice water, Cl (hydrochloric acid), FC1=CC=CC=C1 (fluorobenzene). Conditions: temperature 20 celsius, time 3.5 hour. The product is FC1=CC=C(C=C1)C(CC1=CC=C(C=C1)SC)=O (1-(4-fluorophenyl)-2-(4-methylthiophenyl)ethanone). Yield: 40.0%. Reaction SMILES: [Cl-].[Al+3].[Cl-].[Cl-].[CH3:5][S:6][C:7]1[CH:12]=[CH:11][C:10]([CH2:13][C:14](Cl)=[O:15])=[CH:9][CH:8]=1.Cl.[F:18][C:19]1[CH:24]=[CH:23][CH:22]=[CH:21][CH:20]=1>>[F:18][C:19]1[CH:24]=[CH:23][C:22]([C:14](=[O:15])[CH2:13][C:10]2[CH:11]=[CH:12][C:7]([S:6][CH3:5])=[CH:8][CH:9]=2)=[CH:21][CH:20]=1 |f:0.1.2.3|. Procedure details: Thereafter 174 g (1.3 moles) of anhydrous aluminum chloride was suspended in 600 ml of fluorobenzene. To the suspension was added dropwise a solution of 175 g of 4-methylthiophenylacetyl chloride obtained in the same manner as above in 120 ml of fluorobenzene at a temperature of 0° to 3° C. The resulting mixture was stirred at 20° C. for 3.5 hours. Then the reaction mixture was gradually poured into a mixture of ice water and hydrochloric acid, followed by extraction with dichloromethane. The di... Reactants: C(CCCCCCCCCCCCCCC)N1CCN(CC1)CC1=CC=C(C(=O)OC)C=C1 (methyl 4-[1-(n-hexadecyl)-piperazin-4-ylmethyl]-benzoate), Cl (hydrochloric acid). The solvent is O1CCOCC1 (dioxan). Yields the product C(CCCCCCCCCCCCCCC)N1CCN(CC1)CC1=CC=C(C(=O)O)C=C1 (4-[1-(n-Hexadecyl)-piperazin-4-ylmethyl]-benzoic acid), Cl (hydrochloride). Reaction SMILES: [CH2:1]([N:17]1[CH2:22][CH2:21][N:20]([CH2:23][C:24]2[CH:33]=[CH:32][C:27]([C:28]([O:30]C)=[O:29])=[CH:26][CH:25]=2)[CH2:19][CH2:18]1)[CH2:2][CH2:3][CH2:4][CH2:5][CH2:6][CH2:7][CH2:8][CH2:9][CH2:10][CH2:11][CH2:12][CH2:13][CH2:14][CH2:15][CH3:16].[ClH:34]>O1CCOCC1>[CH2:1]([N:17]1[CH2:18][CH2:19][N:20]([CH2:23][C:24]2[CH:25]=[CH:26][C:27]([C:28]([OH:30])=[O:29])=[CH:32][CH:33]=2)[CH2:21][CH2:22]1)[CH2:2][CH2:3][CH2:4][CH2:5][CH2:6][CH2:7][CH2:8][CH2:9][CH2:10][CH2:11][CH2:12][CH2:13][CH2:14][CH2:15][CH3:16].[ClH:34]. Procedure details: A mixture of 40 mmole methyl 4-[1-(n-hexadecyl)-piperazin-4-ylmethyl]-benzoate, 100 ml. 6N hydrochloric acid and 20 ml. dioxan is maintained at reflux temperature for 16 hours, then concentrated, cooled and suction filtered. After recrystallisation from a DMF-water mixture, there is obtained a yield of 62% of theory of the desired product as a hydrochloride; m.p. 245° C.